This data is from the Open Reaction Database (ORD), a public repository of structured organic reaction records. The task is: describe an organic reaction: reactants, conditions, products, and yield Reaction SMILES: [NH2:1][C:2]1[N:7]=[C:6]2[C:8]([CH:11]3[CH2:16][CH2:15][N:14]([CH3:17])[CH2:13][CH2:12]3)=[CH:9][NH:10][C:5]2=[CH:4][CH:3]=1.[F:18][C:19]([F:31])([F:30])[O:20][C:21]1[CH:29]=[CH:28][C:24]([C:25](Cl)=[O:26])=[CH:23][CH:22]=1>>[F:18][C:19]([F:30])([F:31])[O:20][C:21]1[CH:29]=[CH:28][C:24]([C:25]([NH:1][C:2]2[N:7]=[C:6]3[C:8]([CH:11]4[CH2:16][CH2:15][N:14]([CH3:17])[CH2:13][CH2:12]4)=[CH:9][NH:10][C:5]3=[CH:4][CH:3]=2)=[O:26])=[CH:23][CH:22]=1. Reported procedure: Beginning with 0.010 gm (0.044 mMol) 5-amino-3-(1-methylpiperidin-4-yl)pyrrolo[3,2-b]pyridine and 0.012 mL (0.053 mMol) 4-trifluoromethoxybenzoyl chloride, the title compound was prepared essentially by the procedure described in Example 7. Yields the product FC(OC1=CC=C(C(=O)NC2=CC=C3C(=N2)C(=CN3)C3CCN(CC3)C)C=C1)(F)F (5-(N-[4-trifluoromethoxybenzoyl]amino)-3-(1-methylpiperidin-4-yl)pyrrolo[3,2-b]pyridine). The reactants are NC1=CC=C2C(=N1)C(=CN2)C2CCN(CC2)C (5-amino-3-(1-methylpiperidin-4-yl)pyrrolo[3,2-b]pyridine), FC(OC1=CC=C(C(=O)Cl)C=C1)(F)F (4-trifluoromethoxybenzoyl chloride). Starting materials: CO, O=C(CN1C(=O)CS(=O)CC1c1cc(F)cc(F)c1)OCc1ccccc1. Product: O=C(O)CN1C(=O)CS(=O)CC1c1cc(F)cc(F)c1. Reaction SMILES: [CH3:28][OH:29].[F:1][c:2]1[cH:3][c:4]([CH:9]2[CH2:10][S:11](=[O:27])[CH2:12][C:13](=[O:26])[N:14]2[CH2:15][C:16](=[O:17])[O:18][CH2:19][c:20]2[cH:21][cH:22][cH:23][cH:24][cH:25]2)[cH:5][c:6]([F:8])[cH:7]1>>[F:1][c:2]1[cH:3][c:4]([CH:9]2[CH2:10][S:11](=[O:27])[CH2:12][C:13](=[O:26])[N:14]2[CH2:15][C:16](=[O:17])[OH:18])[cH:5][c:6]([F:8])[cH:7]1. Reactants: N1N=CC2=C(C=CC=C12)C=1N=C(C2=C(N1)C=C(S2)COC)N2CCOCC2 (2-(1H-indazol-4-yl)-6-(methoxymethyl)-4-morpholinothieno[3,2-d]pyrimidine), ClC=1N=C(C2=C(N1)C=C(S2)CO)N2CCOCC2 ((2-chloro-4-morpholin-4-yl-thieno[3,2-d]pyrimidin-6-yl)-methanol), N1=CC(=CC=C1)CCl (3-picolyl chloride). Solvent: CN(C)C=O (DMF), [H-].[Na+] (sodium hydride). The product is ClC=1N=C(C2=C(N1)C=C(S2)COCC=2C=NC=CC2)N2CCOCC2 (4-(2-chloro-6-((pyridin-3-ylmethoxy)methyl)thieno[3,2-d]pyrimidin-4-yl)morpholine). RXN SMILES: N1C2C(=C(C3N=[C:12]([N:22]4[CH2:27]COCC4)[C:13]4S[C:17](COC)=[CH:16][C:14]=4N=3)C=CC=2)C=N1.[Cl:28][C:29]1[N:30]=[C:31]([N:40]2[CH2:45][CH2:44][O:43][CH2:42][CH2:41]2)[C:32]2[S:37][C:36]([CH2:38][OH:39])=[CH:35][C:33]=2[N:34]=1.N1C=CC=C(CCl)C=1>CN(C=O)C.[H-].[Na+]>[Cl:28][C:29]1[N:30]=[C:31]([N:40]2[CH2:41][CH2:42][O:43][CH2:44][CH2:45]2)[C:32]2[S:37][C:36]([CH2:38][O:39][CH2:17][C:16]3[CH:27]=[N:22][CH:12]=[CH:13][CH:14]=3)=[CH:35][C:33]=2[N:34]=1 |f:4.5|. Procedure: Following the procedures for compound 314, (2-chloro-4-morpholin-4-yl-thieno[3,2-d]pyrimidin-6-yl)-methanol in DMF and sodium hydride was alkylated with 3-picolyl chloride to give 4-(2-chloro-6-((pyridin-3-ylmethoxy)methyl)thieno[3,2-d]pyrimidin-4-yl)morpholine. Suzuki coupling of 4-(2-chloro-6-((pyridin-3-ylmethoxy)methyl)thieno[3,2-d]pyrimidin-4-yl)morpholine and 7 was carried out via General Procedure A. Purification using column chromatography gave 319. NMR: CDCl3: 3.90-3.94 (4 H, m, CH2), 4... Starting materials: Cc1ccc(-n2nc(C(C)(C)C)cc2C(=O)C(=O)O)cc1, CCOC(C)=O, O=C(Cl)C(=O)Cl, [Na+], O=C([O-])O, CN(C)C=O, Nc1ccc(OCCN2CCOCC2)c2ccccc12. Reaction SMILES: [C:1]([CH3:2])([CH3:3])([CH3:4])[c:5]1[cH:6][c:7]([C:17]([C:18](=[O:19])[OH:20])=[O:21])[n:8](-[c:10]2[cH:11][cH:12][c:13]([CH3:16])[cH:14][cH:15]2)[n:9]1.[CH3:53][CH2:54][O:55][C:56]([CH3:57])=[O:58].[Cl:22][C:23]([C:24]([Cl:25])=[O:26])=[O:27].[Na+:63].[O-:59][C:60]([OH:61])=[O:62].[O:28]=[CH:29][N:30]([CH3:31])[CH3:32].[O:33]1[CH2:34][CH2:35][N:36]([CH2:39][CH2:40][O:41][c:42]2[cH:43][cH:44][c:45]([NH2:52])[c:46]3[cH:47][cH:48][cH:49][cH:50][c:51]23)[CH2:37][CH2:38]1>>[C:1]([CH3:2])([CH3:3])([CH3:4])[c:5]1[cH:6][c:7]([C:17]([C:18](=[O:20])[NH:52][c:45]2[cH:44][cH:43][c:42]([O:41][CH2:40][CH2:39][N:36]3[CH2:35][CH2:34][O:33][CH2:38][CH2:37]3)[c:51]3[c:46]2[cH:47][cH:48][cH:49][cH:50]3)=[O:21])[n:8](-[c:10]2[cH:11][cH:12][c:13]([CH3:16])[cH:14][cH:15]2)[n:9]1. The product is Cc1ccc(-n2nc(C(C)(C)C)cc2C(=O)C(=O)Nc2ccc(OCCN3CCOCC3)c3ccccc23)cc1. The reactants are C1=CC=C(C=C1)OC2=CC=CC(=C2)C(C#N)O (m-phenoxybenzaldehyde cyanohydrin), [C-]#N (cyanide), [C-]#N.[Na+] (sodium cyanide). Product: O(C1=CC=CC=C1)C=1C=C(C=O)C=CC1 (m-phenoxybenzaldehyde). As a reaction SMILES: [CH:1]1[CH:6]=[CH:5][C:4]([O:7][C:8]2[CH:13]=[C:12]([CH:14]([OH:17])C#N)[CH:11]=[CH:10][CH:9]=2)=[CH:3][CH:2]=1.[C-]#N.[C-]#N.[Na+]>>[O:7]([C:8]1[CH:13]=[C:12]([CH:11]=[CH:10][CH:9]=1)[CH:14]=[O:17])[C:4]1[CH:3]=[CH:2][CH:1]=[CH:6][CH:5]=1 |f:2.3|. Reported procedure: As has been indicated above, m-phenoxybenzyl chloride, alone or in admixture with m-phenoxybenzal chloride, may be converted to m-phenoxybenzaldehyde by a Sommelet reaction, using hexamine (or ammonia and formaldehyde) and an aqueous organic acid. If the Sommelet reaction is carried out in the presence of other compounds such as unreacted m-phenoxytoluene, the crude m-phenoxybenzaldehyde is isolated by extraction with a suitable solvent such as diisopropyl ether and it may then be purified by pr... Reactants: CC=1NC=CN1 (2-methylimidazole), ClC=1N=C(C2=C(N1)SC(=C2)CC)NCC2=CC1=C(C=C2)OCCO1 (2-chloro-6-ethyl-4-(3,4-ethylendioxybenzylamino)-thieno-[2,3-d]-pyrimidine). Product: CC=1N(C=CN1)C=1N=C(C2=C(N1)SC(=C2)CC)NCC2=CC1=C(C=C2)OCCO1 (2-(2-methylimidazol-1-yl)-6-ethyl-4-(3,4-ethylendioxybenzylamino)-thieno-[2,3-d]-pyrimidine). Reaction SMILES: [CH3:1][C:2]1[NH:3][CH:4]=[CH:5][N:6]=1.Cl[C:8]1[N:9]=[C:10]([NH:19][CH2:20][C:21]2[CH:26]=[CH:25][C:24]3[O:27][CH2:28][CH2:29][O:30][C:23]=3[CH:22]=2)[C:11]2[CH:16]=[C:15]([CH2:17][CH3:18])[S:14][C:12]=2[N:13]=1>>[CH3:1][C:2]1[N:3]([C:8]2[N:9]=[C:10]([NH:19][CH2:20][C:21]3[CH:26]=[CH:25][C:24]4[O:27][CH2:28][CH2:29][O:30][C:23]=4[CH:22]=3)[C:11]3[CH:16]=[C:15]([CH2:17][CH3:18])[S:14][C:12]=3[N:13]=2)[CH:4]=[CH:5][N:6]=1. Procedure details: Following the procedure of Example 97, the reaction of 2-methylimidazole with 2-chloro-6-ethyl-4-(3,4-ethylendioxybenzylamino)-thieno-[2,3-d]-pyrimidine gives 2-(2-methylimidazol-1-yl)-6-ethyl-4-(3,4-ethylendioxybenzylamino)-thieno-[2,3-d]-pyrimidine.